Task: describe an organic reaction: reactants, conditions, products, and yield. Dataset: the Open Reaction Database (ORD), a public repository of structured organic reaction records Reported procedure: Aluminum chloride (1.4 g, 10.5 mmol) was added to a mixture of 3-(2,6-dichloro-phenyl)-1H-pyrrole (2 g, prepared as described in Journal of Organic Chemistry, 62: 2650 (1997) (incorporated herein by reference) and 2-chloronicotinoyl chloride (1.8 g, 10.5 mmol) in DCM (55 mL) at 0° C. The mixture was stirred at 0° C. for 30 mins and at room temperature for 1.5 hours. The reaction was diluted with ethyl acetate and washed with brine, 2N NaOH, brine, dried and concentrated. The residue was purified... Reactants: [Cl-].[Al+3].[Cl-].[Cl-] (Aluminum chloride), ClC1=C(C(=CC=C1)Cl)C1=CNC=C1 (3-(2,6-dichloro-phenyl)-1H-pyrrole), ClC1=C(C(=O)Cl)C=CC=N1 (2-chloronicotinoyl chloride). RXN SMILES: [Cl-].[Al+3].[Cl-].[Cl-].[Cl:5][C:6]1[CH:11]=[CH:10][CH:9]=[C:8]([Cl:12])[C:7]=1[C:13]1[CH:17]=[CH:16][NH:15][CH:14]=1.[Cl:18][C:19]1[N:27]=[CH:26][CH:25]=[CH:24][C:20]=1[C:21](Cl)=[O:22]>C(Cl)Cl.C(OCC)(=O)C>[Cl:18][C:19]1[C:20]([C:21]([C:16]2[NH:15][CH:14]=[C:13]([C:7]3[C:6]([Cl:5])=[CH:11][CH:10]=[CH:9][C:8]=3[Cl:12])[CH:17]=2)=[O:22])=[CH:24][CH:25]=[CH:26][N:27]=1 |f:0.1.2.3|. Run in C(Cl)Cl (DCM), C(C)(=O)OCC (ethyl acetate). The product is ClC1=NC=CC=C1C(=O)C=1NC=C(C1)C1=C(C=CC=C1Cl)Cl ((2-chloro-pyridin-3-yl)-[4-(2,6-dichloro-phenyl)-1H-pyrrol-2-yl]-methanone). Reaction conditions: temperature 0 celsius, time 1.5 hour. The reactants are C(C)OC(=O)C1=C(C(N(C(=N1)C1=CC=CC=C1)CC#C)=O)C (6-ethoxycarbonyl-5-methyl-2-phenyl-3-propargyl-4(3H)-pyrimidinone), [OH-].[Na+] (sodium hydroxide). Solvent: C(C)O (ethanol), C1CCOC1 (THF). Conditions: time 24 hour. Yields the product C(=O)(O)C1=C(C(N(C(=N1)C1=CC=CC=C1)CC#C)=O)C (6-carboxy-5-methyl-2-phenyl-3-propargyl-4(3H)-pyrimidinone). The yield is 53.2%. As a reaction SMILES: C([O:3][C:4]([C:6]1[N:11]=[C:10]([C:12]2[CH:17]=[CH:16][CH:15]=[CH:14][CH:13]=2)[N:9]([CH2:18][C:19]#[CH:20])[C:8](=[O:21])[C:7]=1[CH3:22])=[O:5])C.[OH-].[Na+]>C(O)C.C1COCC1>[C:4]([C:6]1[N:11]=[C:10]([C:12]2[CH:13]=[CH:14][CH:15]=[CH:16][CH:17]=2)[N:9]([CH2:18][C:19]#[CH:20])[C:8](=[O:21])[C:7]=1[CH3:22])([OH:5])=[O:3] |f:1.2|. Procedure details: To a solution of 1.81 g (6.1 mmol) of 6-ethoxycarbonyl-5-methyl-2-phenyl-3-propargyl-4(3H)-pyrimidinone in 100 mL of ethanol and 50 mL of THF was added 50 mL of 5% aqueous sodium hydroxide. The mixture was stirred at room temperature for 24 h and rotovapped to remove the bulk of the organic solvents. The residue was diluted with 50 mL of 5% aqueous sodium hydroxide and washed with 100 mL of ether. The aqueous phase was acidified with concentrated hydrochloric acid and extracted with two 100 mL p... Reactants: C(CCCCCCC)O (1-Octanol), C(O)([O-])=O.[Na+] (sodium hydrogencarbonate), C1CC(=O)N(C1=O)Br (NBS). Reagents/catalysts: CC1(CCCC(N1[O])(C)C)C (TEMPO). The solvent is ClCCl (dichloromethane). Product: C(CCCCCCC)=O (1-octanal). The yield is 88.1%. RXN SMILES: [CH2:1]([OH:9])[CH2:2][CH2:3][CH2:4][CH2:5][CH2:6][CH2:7][CH3:8].C(=O)([O-])O.[Na+].C1C(=O)N(Br)C(=O)C1>CC1(C)N([O])C(C)(C)CCC1.ClCCl>[CH:1](=[O:9])[CH2:2][CH2:3][CH2:4][CH2:5][CH2:6][CH2:7][CH3:8] |f:1.2,^1:26|. Reported procedure: 1-Octanol (2.0 g, 15.4 mmol), sodium hydrogencarbonate (1.6 g, 18.5 mmol), TEMPO (24 mg, 0.15 mmol) and dichloromethane (15 ml) were put in a 50-ml egg plant type flask. The suspension was cooled to less than 10° C. in an ice bath, and thereto was added NBS (3.0 g, 16.9 mmol) divided in three portions. The insoluble materials were filtered off and the filtrate was washed with 5% aqueous sodium bicarbonate solution. The crude product was purified by distillation to give 1-octanal (1.74 g, yield 8...